From a dataset of the Open Reaction Database (ORD), a public repository of structured organic reaction records. describe an organic reaction: reactants, conditions, products, and yield The reactants are O=C([O-])[O-], CON=C(C(=O)OC)c1ccccc1CBr, CON=C1COc2cc(O)ccc21, CN(C)C=O, [K+], [K+]. The product is CON=C(C(=O)OC)c1ccccc1COc1ccc2c(c1)OCC2=NOC. RXN SMILES: [C:17](=[O:18])([O-:19])[O-:20].[CH3:1][O:2][N:3]=[C:4]([C:5](=[O:6])[O:7][CH3:8])[c:9]1[c:10]([CH2:15][Br:16])[cH:11][cH:12][cH:13][cH:14]1.[CH3:23][O:24][N:25]=[C:26]1[CH2:27][O:28][c:29]2[c:30]1[cH:31][cH:32][c:33]([OH:35])[cH:34]2.[CH3:36][N:37]([CH3:38])[CH:39]=[O:40].[K+:21].[K+:22]>>[CH3:1][O:2][N:3]=[C:4]([C:5](=[O:6])[O:7][CH3:8])[c:9]1[c:10]([CH2:15][O:35][c:33]2[cH:32][cH:31][c:30]3[c:29]([cH:34]2)[O:28][CH2:27][C:26]3=[N:25][O:24][CH3:23])[cH:11][cH:12][cH:13][cH:14]1. Starting materials: COc1ccc(COC(=O)C2=CC=C(OC(C)=O)CC3C(C(C)O[Si](C)(C)C(C)(C)C)C(=O)N23)cc1, CO, Cl. The product is COc1ccc(COC(=O)C2=CC=C(OC(C)=O)CC3C(C(C)O)C(=O)N23)cc1. RXN SMILES: [C:1]([CH3:2])(=[O:3])[O:4][C:5]1=[CH:6][CH:7]=[C:8]([C:25](=[O:26])[O:27][CH2:28][c:29]2[cH:30][cH:31][c:32]([O:35][CH3:36])[cH:33][cH:34]2)[N:9]2[C:10](=[O:24])[CH:11]([CH:14]([CH3:15])[O:16][Si:17]([C:18]([CH3:19])([CH3:20])[CH3:21])([CH3:22])[CH3:23])[CH:12]2[CH2:13]1.[CH3:38][OH:39].[ClH:37]>>[C:1]([CH3:2])(=[O:3])[O:4][C:5]1=[CH:6][CH:7]=[C:8]([C:25](=[O:26])[O:27][CH2:28][c:29]2[cH:30][cH:31][c:32]([O:35][CH3:36])[cH:33][cH:34]2)[N:9]2[C:10](=[O:24])[CH:11]([CH:14]([CH3:15])[OH:16])[CH:12]2[CH2:13]1. Reactants: O (water), C=O (formaldehyde), C1(=CC=CC=C1)N1OC(NC1=O)=O (2-Phenyl-1,2,4-oxadiazolidin-3,5-dione). Solvent: C(Cl)Cl (methylene chloride), CO (methanol), CO (methanol). Run at time 2 hour. Yields the product C1(=CC=CC=C1)N1OC(N(C1=O)CO)=O (2-phenyl-4-hydroxymethyl-1,2,4-oxadiazolidin-3,5-dione). RXN SMILES: [C:1]1([N:7]2[C:11](=[O:12])[NH:10][C:9](=[O:13])[O:8]2)[CH:6]=[CH:5][CH:4]=[CH:3][CH:2]=1.[CH2:14]=[O:15].O>CO.C(Cl)Cl>[C:1]1([N:7]2[C:11](=[O:12])[N:10]([CH2:14][OH:15])[C:9](=[O:13])[O:8]2)[CH:2]=[CH:3][CH:4]=[CH:5][CH:6]=1. Procedure: 2-Phenyl-1,2,4-oxadiazolidin-3,5-dione (6.75 grams; 0.044 mole) dissolved in methanol (100 ml) and aqueous formaldehyde (5.67 ml of 37% conc.; 0.06 mole) were charged into a glass reaction vessel equipped with a mechanical stirrer, thermometer and reflux condenser. The reaction mixture was heated at reflux, with stirring for a period of about 2 hours. After this time the reaction mixture was stripped of methanol and water to yield a solid residue. The residue was then dissolved in methylene chlo... Starting materials: ClC1=NC(=C(C(N1C)=O)C1=CC(=CC=C1)C)C1=CC=NC=C1 (2-chloro-3-methyl-5-(3-methylphenyl)-6-(4-pyridyl)-4(3H)-pyrimidinone), C(C1=CC=CC=C1)[C@@H](CN)N ((S)-1-benzyl-1,2-ethanediamine). The solvent is C(C)O (ethanol). Yields the product Cl.N[C@H](CNC1=NC(=C(C(N1C)=O)C1=CC(=CC=C1)C)C1=CC=NC=C1)CC1=CC=CC=C1 (2-(((S)-2-Amino-3-phenylpropyl)-amino)-3-methyl-5-(3-methylphenyl)-6-(4-pyridyl)-4(3H)-pyrimidinone hydrochloride). As a reaction SMILES: [Cl:1][C:2]1[N:7]([CH3:8])[C:6](=[O:9])[C:5]([C:10]2[CH:15]=[CH:14][CH:13]=[C:12]([CH3:16])[CH:11]=2)=[C:4]([C:17]2[CH:22]=[CH:21][N:20]=[CH:19][CH:18]=2)[N:3]=1.[CH2:23]([C@H:30]([NH2:33])[CH2:31][NH2:32])[C:24]1[CH:29]=[CH:28][CH:27]=[CH:26][CH:25]=1>C(O)C>[ClH:1].[NH2:33][C@@H:30]([CH2:23][C:24]1[CH:29]=[CH:28][CH:27]=[CH:26][CH:25]=1)[CH2:31][NH:32][C:2]1[N:7]([CH3:8])[C:6](=[O:9])[C:5]([C:10]2[CH:15]=[CH:14][CH:13]=[C:12]([CH3:16])[CH:11]=2)=[C:4]([C:17]2[CH:22]=[CH:21][N:20]=[CH:19][CH:18]=2)[N:3]=1 |f:3.4|. Reported procedure: A solution of 2-chloro-3-methyl-5-(3-methylphenyl)-6-(4-pyridyl)-4(3H)-pyrimidinone (3.34 g, 10.71 mmol) and (S)-1-benzyl-1,2-ethanediamine (2.3 g, 15.31 mmol) in ethanol (50 ml) was stirred at room temperature for 16 h. The solvent was evaporated and the crude product recrystallized from methanol. MS (m/z): 426 (M+H)+; C26H27N5O requir. 425.5 (free base). The reactants are CCOCC, [Mg+]C1CCCCC1, [Cl-], CC(=O)c1cccc(O)c1. Product: CC(O)(c1cccc(O)c1)C1CCCCC1. RXN SMILES: [CH3:19][CH2:20][O:21][CH2:22][CH3:23].[CH:12]1([Mg+:18])[CH2:13][CH2:14][CH2:15][CH2:16][CH2:17]1.[Cl-:11].[OH:1][c:2]1[cH:3][c:4]([C:8]([CH3:9])=[O:10])[cH:5][cH:6][cH:7]1>>[OH:1][c:2]1[cH:3][c:4]([C:8]([CH3:9])([OH:10])[CH:12]2[CH2:13][CH2:14][CH2:15][CH2:16][CH2:17]2)[cH:5][cH:6][cH:7]1. Starting materials: C1(=CC=CC=C1)OC(NC1=CC(=C(C=C1)S(=O)(=O)C(C)C)CN(C)C(=O)OC(C)(C)C)=O ([3-[(tert-Butoxycarbonyl-methyl-amino)-methyl]-4-(propane-2-sulfonyl)-phenyl]-carbamic acid phenyl ester), BrC1=CC=C(C=C1)CCCC(=O)NC=1C=CC(=C(CN(C(OC(C)(C)C)=O)C)C1)SC(C)C (tert-Butyl 5-(4-(4-bromophenyl)butanamido)-2-(isopropylthio)benzyl(methyl)carbamate), C1=CC(=CC(=C1)Cl)C(=O)OO (mCPBA). Yields the product BrC1=CC=C(C=C1)CCCC(=O)NC=1C=CC(=C(CN(C(OC(C)(C)C)=O)C)C1)S(=O)(=O)C(C)C (tert-Butyl 5-(4-(4-bromophenyl)butanamido)-2-(isopropylsulfonyl)benzyl(methyl)carbamate). The yield is 97.0%. RXN SMILES: C1(O[C:8](=[O:32])[NH:9][C:10]2[CH:15]=[CH:14][C:13]([S:16]([CH:19]([CH3:21])[CH3:20])(=[O:18])=[O:17])=[C:12]([CH2:22][N:23]([C:25]([O:27][C:28]([CH3:31])([CH3:30])[CH3:29])=[O:26])[CH3:24])[CH:11]=2)C=CC=CC=1.[Br:33][C:34]1[CH:39]=[CH:38][C:37]([CH2:40][CH2:41][CH2:42]C(NC2C=CC(SC(C)C)=C(C=2)CN(C)C(=O)OC(C)(C)C)=O)=[CH:36][CH:35]=1.C1C=C(Cl)C=C(C(OO)=O)C=1>>[Br:33][C:34]1[CH:39]=[CH:38][C:37]([CH2:40][CH2:41][CH2:42][C:8]([NH:9][C:10]2[CH:15]=[CH:14][C:13]([S:16]([CH:19]([CH3:21])[CH3:20])(=[O:18])=[O:17])=[C:12]([CH:11]=2)[CH2:22][N:23]([CH3:24])[C:25](=[O:26])[O:27][C:28]([CH3:31])([CH3:29])[CH3:30])=[O:32])=[CH:36][CH:35]=1. Reported procedure: Using a procedure analogous to that used for preparation of 16G, 18A (0.642 g, 1.20 mmol) was reacted with mCPBA (0.672 g, 3.00 mmol) to give 18B (0.660 g, 97%) as a white solid. MS (ESI) m/z 568.9 (M+H)+. Starting materials: [BH4-].[Na+] (NaBH4), C(C)(=O)NC1=C(C=O)C=CC(=C1O)OC (2-acetamido-3-hydroxy-4-methoxybenzaldehyde), Cl (HCl). Run in CO (methanol). Run at time 10 minute. Yields the product C(C)(=O)NC1=C(CO)C=CC(=C1O)OC (2-Acetamido-3-hydroxy-4-methoxybenzyl Alcohol). The yield is 72.6%. Reaction SMILES: [BH4-].[Na+].[C:3]([NH:6][C:7]1[C:14]([OH:15])=[C:13]([O:16][CH3:17])[CH:12]=[CH:11][C:8]=1[CH:9]=[O:10])(=[O:5])[CH3:4].Cl>CO>[C:3]([NH:6][C:7]1[C:14]([OH:15])=[C:13]([O:16][CH3:17])[CH:12]=[CH:11][C:8]=1[CH2:9][OH:10])(=[O:5])[CH3:4] |f:0.1|. Reported procedure: NaBH4 (550 mg, 14.53 mmol) is slowly added to a solution of 2-acetamido-3-hydroxy-4-methoxybenzaldehyde (3.0 g, 14.34 mmol) [M. Grossa, F. Wessely Monatsh. Chem. 1966, 97, 1384-1390] in methanol (80 ml). After stirring for 10 minutes, the suspension is poured onto a 0.1 N aqueous HCl solution (50 ml) and then extracted with CH2Cl2 (3 times). The organic phases are combined, dried over MgSO4, filtered off and concentrated in vacuo. The residue obtained is purified by means of chromatography with ...